This data is from the Open Reaction Database (ORD), a public repository of structured organic reaction records. The task is: describe an organic reaction: reactants, conditions, products, and yield Starting materials: CCOC(=O)C(=C(CC)c1ccccc1C)c1ccc(OCOC)cc1, CO, Cl, [Na+], [OH-]. Product: CCC(=C(C(=O)O)c1ccc(OCOC)cc1)c1ccccc1C. As a reaction SMILES: [CH3:1][O:2][CH2:3][O:4][c:5]1[cH:6][cH:7][c:8]([C:11]([C:12](=[O:13])[O:14][CH2:15][CH3:16])=[C:17]([CH2:18][CH3:19])[c:20]2[c:21]([CH3:26])[cH:22][cH:23][cH:24][cH:25]2)[cH:9][cH:10]1.[CH3:30][OH:31].[ClH:29].[Na+:28].[OH-:27]>>[CH3:1][O:2][CH2:3][O:4][c:5]1[cH:6][cH:7][c:8]([C:11]([C:12](=[O:13])[OH:14])=[C:17]([CH2:18][CH3:19])[c:20]2[c:21]([CH3:26])[cH:22][cH:23][cH:24][cH:25]2)[cH:9][cH:10]1. Reactants: oxalate salt, CN1CCC2(CC1)COC1=CC=3CCNC3C=C12 (1'-methyl-2,3,6,7-tetrahydrospiro[furo[2,3-f]indole-3,4'-piperidine]), CC1=C(C=CC(=C1)C=1OC(=NN1)C)C1=CC=C(C=C1)C(=O)O (2'-methyl-4'-(5-methyl-1,3,4-oxadiazol-2-yl)biphenyl-4-carboxylic acid), Example 1. Yields the product CN1CCC2(CC1)COC1=CC=3CCN(C3C=C12)C(=O)C1=CC=C(C=C1)C1=C(C=C(C=C1)C=1OC(=NN1)C)C (1'-Methyl-5-(2'-methyl-4'-(5-methyl-1,3,4-oxadiazol-2-yl)biphenyl-4-carbonyl)-2,3,6,7-tetrahydrospiro[furo[2,3-f]indole-3,4'-piperidine]). Reaction SMILES: [CH3:1][N:2]1[CH2:7][CH2:6][C:5]2([C:18]3[C:10](=[CH:11][C:12]4[CH2:13][CH2:14][NH:15][C:16]=4[CH:17]=3)[O:9][CH2:8]2)[CH2:4][CH2:3]1.[CH3:19][C:20]1[CH:25]=[C:24]([C:26]2[O:27][C:28]([CH3:31])=[N:29][N:30]=2)[CH:23]=[CH:22][C:21]=1[C:32]1[CH:37]=[CH:36][C:35]([C:38](O)=[O:39])=[CH:34][CH:33]=1>>[CH3:1][N:2]1[CH2:3][CH2:4][C:5]2([C:18]3[C:10](=[CH:11][C:12]4[CH2:13][CH2:14][N:15]([C:38]([C:35]5[CH:34]=[CH:33][C:32]([C:21]6[CH:22]=[CH:23][C:24]([C:26]7[O:27][C:28]([CH3:31])=[N:29][N:30]=7)=[CH:25][C:20]=6[CH3:19])=[CH:37][CH:36]=5)=[O:39])[C:16]=4[CH:17]=3)[O:9][CH2:8]2)[CH2:6][CH2:7]1. Procedure: The title compound was prepared from 1'-methyl-2,3,6,7-tetrahydrospiro[furo[2,3-f]indole-3,4'-piperidine] (D8) and 2'-methyl-4'-(5-methyl-1,3,4-oxadiazol-2-yl)biphenyl-4-carboxylic acid (D11) using a procedure similar to that of Example 1 (23%). This was converted to the oxalate salt which precipitated from acetone/ether as a white solid (mp 232-235° C.), and hydrochloride salt (mp>250° C.). The reactants are FC(C=1N=C(SC1)C(=O)OCC)F (ethyl 4-(difluoromethyl)-1,3-thiazole-2-carboxylate), [BH4-].[Na+] (NaBH4). Solvent: CO (MeOH). Conditions: time 2 hour. Product: FC(C=1N=C(SC1)CO)F ((4-(Difluoromethyl)-1,3-thiazol-2-yl)methanol). Yield: 98.0%. Reaction SMILES: [F:1][CH:2]([F:13])[C:3]1[N:4]=[C:5]([C:8](OCC)=[O:9])[S:6][CH:7]=1.[BH4-].[Na+]>CO>[F:1][CH:2]([F:13])[C:3]1[N:4]=[C:5]([CH2:8][OH:9])[S:6][CH:7]=1 |f:1.2|. Procedure: To a solution of ethyl 4-(difluoromethyl)-1,3-thiazole-2-carboxylate (900 mg) in MeOH (15 ml) was added NaBH4 (329 mg), and the mixture was stirred at room temperature for 2 h. The mixture was partitioned between saturated NH4Cl solution and EtOAc. The organic layer was washed with brine, dried over MgSO4, and concentrated in vacuo to give the title compound (703 mg) as a colorless oil. Starting materials: CI (CH3I), C1(CCCCC1)C1=CC2=C(N=C(N=C2CN2[C@H](COCC2)CO)C)S1 ({(3S)-4-[(6-cyclohexyl-2-methylthieno[2,3-d]pyrimidin-4-yl)methyl]morpholin-3-yl}methanol), CN(C)C=O (DMF), [H-].[Na+] (NaH). The solvent is O (water). Reaction conditions: time 5 minute. Yields the product C1(CCCCC1)C1=CC2=C(N=C(N=C2CN2[C@H](COCC2)COC)C)S1 (6-cyclohexyl-4-{[(3S)-3-(methoxymethyl)morpholin-4-yl]methyl}-2-methylthieno[2,3-d]pyrimidine). RXN SMILES: [CH:1]1([C:7]2[S:25][C:10]3[N:11]=[C:12]([CH3:24])[N:13]=[C:14]([CH2:15][N:16]4[CH2:21][CH2:20][O:19][CH2:18][C@@H:17]4[CH2:22][OH:23])[C:9]=3[CH:8]=2)[CH2:6][CH2:5][CH2:4][CH2:3][CH2:2]1.[CH3:26]N(C=O)C.[H-].[Na+].CI>O>[CH:1]1([C:7]2[S:25][C:10]3[N:11]=[C:12]([CH3:24])[N:13]=[C:14]([CH2:15][N:16]4[CH2:21][CH2:20][O:19][CH2:18][C@@H:17]4[CH2:22][O:23][CH3:26])[C:9]=3[CH:8]=2)[CH2:2][CH2:3][CH2:4][CH2:5][CH2:6]1 |f:2.3|. Procedure: To a mixture of {(3S)-4-[(6-cyclohexyl-2-methylthieno[2,3-d]pyrimidin-4-yl)methyl]morpholin-3-yl}methanol (132 mg) and DMF was added NaH (60% oil, 15 mg) under ice-cooling, followed by stirring at the same temperature for 5 minutes, and then CH3I (17 μL) was added thereto, followed by stirring at the same temperature for 30 minutes. To the reaction mixture was added water, followed by extraction with EtOAc. The organic layer was washed with brine, then dried over Na2SO4, and concentrated under r... Starting materials: N[C@H]1CC[C@H](CC1)OC=1C=C2C=CN(C(C2=CC1C)=O)CC1=CC=C(C=C1)OC (6-(cis-4-amino-cyclohexyloxy)-2-(4-methoxy-benzyl)-7-methyl-2H-isoquinolin-1-one), [I-].[Na+] (sodium iodide), C([O-])([O-])=O.[K+].[K+] (potassium carbonate), BrCCCCBr (1,4-dibromobutane). Run in CN(C)C=O (DMF), O (water). Conditions: time 2 day. Product: COC1=CC=C(CN2C(C3=CC(=C(C=C3C=C2)OC2CCC(CC2)N2CCCC2)C)=O)C=C1 (2-(4-methoxy-benzyl)-7-methyl-6-(4-pyrrolidin-1-yl-cyclohexyloxy)-2H-isoquinolin-1-one). Yield: 40.8%. Reaction SMILES: [NH2:1][C@@H:2]1[CH2:7][CH2:6][C@H:5]([O:8][C:9]2[CH:10]=[C:11]3[C:16](=[CH:17][C:18]=2[CH3:19])[C:15](=[O:20])[N:14]([CH2:21][C:22]2[CH:27]=[CH:26][C:25]([O:28][CH3:29])=[CH:24][CH:23]=2)[CH:13]=[CH:12]3)[CH2:4][CH2:3]1.[I-].[Na+].C(=O)([O-])[O-].[K+].[K+].Br[CH2:39][CH2:40][CH2:41][CH2:42]Br>CN(C=O)C.O>[CH3:29][O:28][C:25]1[CH:24]=[CH:23][C:22]([CH2:21][N:14]2[CH:13]=[CH:12][C:11]3[C:16](=[CH:17][C:18]([CH3:19])=[C:9]([O:8][CH:5]4[CH2:4][CH2:3][CH:2]([N:1]5[CH2:42][CH2:41][CH2:40][CH2:39]5)[CH2:7][CH2:6]4)[CH:10]=3)[C:15]2=[O:20])=[CH:27][CH:26]=1 |f:1.2,3.4.5|. Reported procedure: To a solution of 0.4 g (1 mmol) of 6-(cis-4-amino-cyclohexyloxy)-2-(4-methoxy-benzyl)-7-methyl-2H-isoquinolin-1-one (26, step b), 0.31 g (2 mmol) sodium iodide and 0.35 g (2.5 mmol) potassium carbonate in 40 ml DMF were added dropwise 0.24 g (1.1 mmol) 1,4-dibromobutane. After stirring at room temperature for 2 days the mixture was diluted with water and extracted with ethyl acetate. After drying and evaporation the residue was purified by chromatography to yield 182 mg of 2-(4-methoxy-benzyl)-7... Starting materials: NC=1C(=CC2=C(N=C(N=C2)SC)N1)C=1C(=C(C=CC1Cl)NC(C1=CC(=CC=C1)C(F)(F)F)=O)Cl (N-[3-(7-amino-2-methylsulfanyl-pyrido[2,3-d]pyrimidin-6-yl)-2,4-dichloro-phenyl]-3-trifluoromethyl-benzamide), N(=O)[O-].[Na+] (NaNO2). The solvent is C(=O)(C(F)(F)F)O (TFA). Conditions: time 20 minute. The product is ClC1=C(C=CC(=C1C1=CC2=C(N=C(N=C2)SC)NC1=O)Cl)NC(C1=CC(=CC=C1)C(F)(F)F)=O (N-[2,4-Dichloro-3-(2-methylsulfanyl-7-oxo-7,8-dihydro-pyrido[2,3-d]pyrimidin-6-yl)-phenyl]-3-trifluoromethyl-benzamide). Yield: 96.4%. Reaction SMILES: N[C:2]1[C:3]([C:14]2[C:15]([Cl:34])=[C:16]([NH:21][C:22](=[O:33])[C:23]3[CH:28]=[CH:27][CH:26]=[C:25]([C:29]([F:32])([F:31])[F:30])[CH:24]=3)[CH:17]=[CH:18][C:19]=2[Cl:20])=[CH:4][C:5]2[CH:10]=[N:9][C:8]([S:11][CH3:12])=[N:7][C:6]=2[N:13]=1.N([O-])=[O:36].[Na+]>C(O)(C(F)(F)F)=O>[Cl:34][C:15]1[C:14]([C:3]2[C:2](=[O:36])[NH:13][C:6]3[N:7]=[C:8]([S:11][CH3:12])[N:9]=[CH:10][C:5]=3[CH:4]=2)=[C:19]([Cl:20])[CH:18]=[CH:17][C:16]=1[NH:21][C:22](=[O:33])[C:23]1[CH:28]=[CH:27][CH:26]=[C:25]([C:29]([F:30])([F:31])[F:32])[CH:24]=1 |f:1.2|. Reported procedure: To a solution of N-[3-(7-amino-2-methylsulfanyl-pyrido[2,3-d]pyrimidin-6-yl)-2,4-dichloro-phenyl]-3-trifluoromethyl-benzamide (1.7 g, 3.24 mmol) in TFA (15 mL) is slowly added NaNO2 (783 mg, 11.35 mmol) at 0° C. with stirring for 20 minutes. The solvents are evaporated and diluted with EtOAc and washed with saturated K2CO3, brine and water. The organic layer is dried, filtered and concentrated to give the crude product. The crude product is purified by flash silica gel column, eluting with CH2Cl...